This data is from the Open Reaction Database (ORD), a public repository of structured organic reaction records. The task is: describe an organic reaction: reactants, conditions, products, and yield Reactants: CC#N, CCOC(C)=O, CCOC(=O)c1cc(Oc2ccc(C(F)F)cc2)c2cc(C=O)oc2c1, [O-][I+3]([O-])([O-])O. Product: CCOC(=O)c1cc(Oc2ccc(C(F)F)cc2)c2cc(C(=O)O)oc2c1. RXN SMILES: [CH3:32][C:33]#[N:34].[CH3:35][CH2:36][O:37][C:38](=[O:39])[CH3:40].[F:6][CH:7]([c:8]1[cH:9][cH:10][c:11]([O:12][c:13]2[cH:14][c:15]([C:24](=[O:25])[O:26][CH2:27][CH3:28])[cH:16][c:17]3[c:18]2[cH:19][c:20]([CH:22]=[O:23])[o:21]3)[cH:29][cH:30]1)[F:31].[I+3:1]([O-:2])([OH:3])([O-:4])[O-:5]>>[OH:2][C:22]([c:20]1[cH:19][c:18]2[c:13]([O:12][c:11]3[cH:10][cH:9][c:8]([CH:7]([F:6])[F:31])[cH:30][cH:29]3)[cH:14][c:15]([C:24](=[O:25])[O:26][CH2:27][CH3:28])[cH:16][c:17]2[o:21]1)=[O:23]. Reactants: B, C1CCOC1, CSC, CO, O=CNCCOc1cccc2c1c1cccc3c1n2C(c1ccccc1)CO3. Product: CNCCOc1cccc2c1c1cccc3c1n2C(c1ccccc1)CO3. As a reaction SMILES: [BH3:32].[CH2:35]1[O:36][CH2:37][CH2:38][CH2:39]1.[CH3:29][S:30][CH3:31].[CH3:33][OH:34].[c:1]1([CH:7]2[CH2:8][O:9][c:10]3[cH:11][cH:12][cH:13][c:14]4[c:15]5[c:16]([O:23][CH2:24][CH2:25][NH:26][CH:27]=[O:28])[cH:17][cH:18][cH:19][c:20]5[n:21]2[c:22]34)[cH:2][cH:3][cH:4][cH:5][cH:6]1>>[c:1]1([CH:7]2[CH2:8][O:9][c:10]3[cH:11][cH:12][cH:13][c:14]4[c:15]5[c:16]([O:23][CH2:24][CH2:25][NH:26][CH3:27])[cH:17][cH:18][cH:19][c:20]5[n:21]2[c:22]34)[cH:2][cH:3][cH:4][cH:5][cH:6]1. Reactants: ClCC=1OC2=C(N1)C=C(C(=C2OC)OC)OC (2-Chloromethyl-5,6,7-trimethoxybenzoxazole), N1CCNCCC1 (homopiperazine). The product is COC=1C(=C(C2=C(N=C(O2)CN2CCN(CCC2)CC=2OC3=C(N2)C=C(C(=C3OC)OC)OC)C1)OC)OC (N,N′-bis[(5,6,7-trimethoxybenzoxazol-2-yl)methyl]homopiperazine). As a reaction SMILES: Cl[CH2:2][C:3]1[O:4][C:5]2[C:11]([O:12][CH3:13])=[C:10]([O:14][CH3:15])[C:9]([O:16][CH3:17])=[CH:8][C:6]=2[N:7]=1.[NH:18]1[CH2:24][CH2:23][CH2:22][NH:21][CH2:20][CH2:19]1>>[CH3:17][O:16][C:9]1[C:10]([O:14][CH3:15])=[C:11]([O:12][CH3:13])[C:5]2[O:4][C:3]([CH2:2][N:18]3[CH2:24][CH2:23][CH2:22][N:21]([CH2:2][C:3]4[O:4][C:5]5[C:11]([O:12][CH3:13])=[C:10]([O:14][CH3:15])[C:9]([O:16][CH3:17])=[CH:8][C:6]=5[N:7]=4)[CH2:20][CH2:19]3)=[N:7][C:6]=2[CH:8]=1. Procedure details: 2-Chloromethyl-5,6,7-trimethoxybenzoxazole (152 mg) and homopiperazine (28 mg) were reacted in the same manner as in Example 1 to obtain the title compound as a free base.